This data is from the Open Reaction Database (ORD), a public repository of structured organic reaction records. The task is: describe an organic reaction: reactants, conditions, products, and yield Reactants: Si maleimide, thiol, C(C=C)C1(C(N([C@@H]([C@H](C1)C1=CC(=CC=C1)Cl)C1=NC=C(C=C1)Cl)[C@H](CO)CC)=O)C ((5R,6S)-3-Allyl-5-(3-chlorophenyl)-6-(5-chloropyridin-2-yl)-1-((S)-1-hydroxybutan-2-yl)-3-methylpiperidin-2-one), C(C)S (Ethanethiol), C(#N)C=P(CCCC)(CCCC)CCCC (cyanomethylenetributylphosphorane). Solvent: C(Cl)Cl (DCM), C1=CC=CC=C1 (benzene). Reaction conditions: temperature 100 celsius, time 1 hour. Product: C(C=C)[C@@]1(C(N([C@@H]([C@H](C1)C1=CC(=CC=C1)Cl)C1=NC=C(C=C1)Cl)[C@H](CSCC)CC)=O)C ((3S,5R,6S)-3-Allyl-5-(3-chlorophenyl)-6-(5-chloropyridin-2-yl)-1-((S)-1-(ethylthio)butan-2-yl)-3-methylpiperidin-2-one). RXN SMILES: [CH2:1]([C:4]1([CH3:30])[CH2:9][C@H:8]([C:10]2[CH:15]=[CH:14][CH:13]=[C:12]([Cl:16])[CH:11]=2)[C@@H:7]([C:17]2[CH:22]=[CH:21][C:20]([Cl:23])=[CH:19][N:18]=2)[N:6]([C@@H:24]([CH2:27][CH3:28])[CH2:25]O)[C:5]1=[O:29])[CH:2]=[CH2:3].[CH2:31]([SH:33])[CH3:32].C(C=P(CCCC)(CCCC)CCCC)#N>C1C=CC=CC=1.C(Cl)Cl>[CH2:1]([C@@:4]1([CH3:30])[CH2:9][C@H:8]([C:10]2[CH:15]=[CH:14][CH:13]=[C:12]([Cl:16])[CH:11]=2)[C@@H:7]([C:17]2[CH:22]=[CH:21][C:20]([Cl:23])=[CH:19][N:18]=2)[N:6]([C@@H:24]([CH2:27][CH3:28])[CH2:25][S:33][CH2:31][CH3:32])[C:5]1=[O:29])[CH:2]=[CH2:3]. Procedure details: (3S,5R,6S)-3-allyl-5-(3-chlorophenyl)-6-(5-chloropyridin-2-yl)-1-((S)-1-hydroxybutan-2-yl)-3-methylpiperidin-2-one (Example 121, Step L, 100 mg, 0.224 mmol) was azeotroped three times in benzene on a rotary evaporator. The residue was dissolved in toluene and transferred to a reaction vessel. The vessel was flushed with argon. Ethanethiol (33.1 μl, 0.447 mmol) was added followed by cyanomethylenetributylphosphorane (216 μl, 0.894 mmol). The vessel was sealed and the solution was heated to 100° C... The reactants are BrCCC1=C(C(=O)OC)C(=CC=C1)C (methyl 2-bromoethyl-6-methylbenzoate), OC1=CC=C(C=C1)CC(=O)OCC (ethyl p-hydroxyphenylacetate). The product is CC=1C(=C(COC2=CC=C(C=C2)CC(=O)OCC)C=CC1)C(=O)OC (ethyl 4-(3-methyl-2-methoxycarbonylbenzyloxy)phenylacetate). As a reaction SMILES: BrC[CH2:3][C:4]1[CH:13]=[CH:12][CH:11]=[C:10]([CH3:14])[C:5]=1[C:6]([O:8][CH3:9])=[O:7].[OH:15][C:16]1[CH:21]=[CH:20][C:19]([CH2:22][C:23]([O:25][CH2:26][CH3:27])=[O:24])=[CH:18][CH:17]=1>>[CH3:14][C:10]1[C:5]([C:6]([O:8][CH3:9])=[O:7])=[C:4]([CH:13]=[CH:12][CH:11]=1)[CH2:3][O:15][C:16]1[CH:17]=[CH:18][C:19]([CH2:22][C:23]([O:25][CH2:26][CH3:27])=[O:24])=[CH:20][CH:21]=1. Procedure details: Reaction of methyl 2-bromoethyl-6-methylbenzoate with ethyl p-hydroxyphenylacetate as described in Example 1b provides ethyl 4-(3-methyl-2-methoxycarbonylbenzyloxy)phenylacetate as an oil. The reactants are O1CCCC1.C(C)(C)[N-]C(C)C.[Li+] (Lithium diisopropylamide mono(tetrahydrofuran)), ClC=1C=C2N=C(C(=NC2=CC1Cl)OC)OC (6,7-dichloro-2,3-dimethoxyquinoxaline), O1CCCC1 (tetrahydrofuran). Conditions: time 1 hour. Product: ClC1=C(C=2N=C(C(=NC2C=C1Cl)OC)OC)C(=O)O (6,7-Dichloro-2,3-dimethoxyquinoxaline-5-carboxylic Acid). The yield is 68.0%. RXN SMILES: [O:1]1[CH2:5]CCC1.C([N-]C(C)C)(C)C.[Li+].[Cl:14][C:15]1[CH:16]=[C:17]2[C:22](=[CH:23][C:24]=1[Cl:25])[N:21]=[C:20]([O:26][CH3:27])[C:19]([O:28][CH3:29])=[N:18]2.[O:30]1CCCC1>>[Cl:25][C:24]1[C:15]([Cl:14])=[CH:16][C:17]2[N:18]=[C:19]([O:28][CH3:29])[C:20]([O:26][CH3:27])=[N:21][C:22]=2[C:23]=1[C:5]([OH:1])=[O:30] |f:0.1.2|. Procedure: Lithium diisopropylamide mono(tetrahydrofuran) (1.5M in cyclohexane, 15.5 mL, 23.3 mmol) was added to a stirred suspension of 6,7-dichloro-2,3-dimethoxyquinoxaline (Preparation 1, 5.0 g, 19.3 mmol) in dry tetrahydrofuran (150 mL) at −78° C. under nitrogen. The reaction mixture was stirred at this temperature for 1 hour, then anhydrous carbon dioxide was bubbled through the solution at −78° C. for 1 hour. Saturated aqueous ammonium chloride solution (80 mL) was added and the resulting mixture was... Starting materials: ClC1=CC=C(C=N1)S(=O)(=O)Cl (6-chloropyridine-3-sulfonylchloride), CN(CCN)C (N,N-dimethylethane-1,2-diamine). Yields the product ClC1=CC=C(C=N1)S(=O)(=O)NCCN(C)C (6-Chloro-N-[2-(dimethylamino)ethyl]pyridine-3-sulfonamide). Isolated yield 72.0%. As a reaction SMILES: [Cl:1][C:2]1[N:7]=[CH:6][C:5]([S:8](Cl)(=[O:10])=[O:9])=[CH:4][CH:3]=1.[CH3:12][N:13]([CH3:17])[CH2:14][CH2:15][NH2:16]>>[Cl:1][C:2]1[N:7]=[CH:6][C:5]([S:8]([NH:16][CH2:15][CH2:14][N:13]([CH3:17])[CH3:12])(=[O:10])=[O:9])=[CH:4][CH:3]=1. Reported procedure: The title compound was prepared as described for Example 29 using 6-chloropyridine-3-sulfonylchloride and N,N-dimethylethane-1,2-diamine. Yield: 72%: MS (MS) m/z 264 (M++1). Reactants: O=C([O-])[O-], CC(=O)Oc1ccc(O)c2[nH]c(=O)ccc12, C=CCBr, Cl, [K+], [K+], CN(C)C=O, O. Product: C=CCOc1ccc(OC(C)=O)c2ccc(=O)[nH]c12. Reaction SMILES: [C:17](=[O:18])([O-:19])[O-:20].[C:1]([CH3:2])(=[O:3])[O:4][c:5]1[c:6]2[cH:7][cH:8][c:9](=[O:16])[nH:10][c:11]2[c:12]([OH:15])[cH:13][cH:14]1.[CH2:23]([CH:24]=[CH2:25])[Br:26].[ClH:27].[K+:21].[K+:22].[O:28]=[CH:29][N:30]([CH3:31])[CH3:32].[OH2:33]>>[C:1]([CH3:2])(=[O:3])[O:4][c:5]1[c:6]2[cH:7][cH:8][c:9](=[O:16])[nH:10][c:11]2[c:12]([O:15][CH2:25][CH:24]=[CH2:23])[cH:13][cH:14]1.